Dataset: the Open Reaction Database (ORD), a public repository of structured organic reaction records. Task: describe an organic reaction: reactants, conditions, products, and yield Starting materials: CC(=O)O, CC(C)O, CC(C)CNc1c([N+](=O)[O-])c(Cl)nc2ccccc12, [H][H]. Yields the product CC(C)CNc1c(N)c(Cl)nc2ccccc12. As a reaction SMILES: [CH3:20][C:21](=[O:22])[OH:23].[CH:26]([OH:27])([CH3:28])[CH3:29].[Cl:1][c:2]1[n:3][c:4]2[cH:5][cH:6][cH:7][cH:8][c:9]2[c:10]([NH:15][CH2:16][CH:17]([CH3:18])[CH3:19])[c:11]1[N+:12]([O-:13])=[O:14].[H:24][H:25]>>[Cl:1][c:2]1[n:3][c:4]2[cH:5][cH:6][cH:7][cH:8][c:9]2[c:10]([NH:15][CH2:16][CH:17]([CH3:18])[CH3:19])[c:11]1[NH2:12]. Starting materials: N(=O)[O-].[Na+] (sodium nitrite), NC1=C(C=CC=C1)S(=O)(=O)NC(=O)NC1=NC(=NC(=N1)OC)C (N-(2-aminophenylsulfonyl)-N'-(4-methoxy-6-methyl-1,3,5-triazin-2-yl)urea), ice, Cl (hydrochloric acid), [N-]=[N+]=[N-].[Na+] (sodium azide). Run in O (water), O (water). Run at temperature 0 celsius, time 2 hour. Product: N(=[N+]=[N-])C1=C(C=CC=C1)S(=O)(=O)NC(=O)NC1=NC(=NC(=N1)OC)C (N-(2-azidophenylsulfonyl)-N'-(4-methoxy-6-methyl-1,3,5-triazin-2-yl)urea). The yield is 27.3%. RXN SMILES: N([O-])=O.[Na+].[NH2:5][C:6]1[CH:11]=[CH:10][CH:9]=[CH:8][C:7]=1[S:12]([NH:15][C:16]([NH:18][C:19]1[N:24]=[C:23]([O:25][CH3:26])[N:22]=[C:21]([CH3:27])[N:20]=1)=[O:17])(=[O:14])=[O:13].Cl.[N-:29]=[N+:30]=[N-].[Na+]>O>[N:5]([C:6]1[CH:11]=[CH:10][CH:9]=[CH:8][C:7]=1[S:12]([NH:15][C:16]([NH:18][C:19]1[N:24]=[C:23]([O:25][CH3:26])[N:22]=[C:21]([CH3:27])[N:20]=1)=[O:17])(=[O:14])=[O:13])=[N+:29]=[N-:30] |f:0.1,4.5|. Procedure details: A solution of 1 g of sodium nitrite in 4 ml of water is slowly added dropwise at 0°-5° C. to a mixture of 3.4 g of N-(2-aminophenylsulfonyl)-N'-(4-methoxy-6-methyl-1,3,5-triazin-2-yl)urea, 10 g of ice and 4 ml of 36% hydrochloric acid. After the reaction mixture has been stirred for 2 hours at 0° C., a solution of 1 g of sodium azide in 4 ml of water is added dropwise and the temperature is allowed to rise to 20° C. The reaction mixture is extracted with three 20 ml portions of methylene chlorid...